This data is from the Open Reaction Database (ORD), a public repository of structured organic reaction records. The task is: describe an organic reaction: reactants, conditions, products, and yield Reactants: CC(C)(C)OC(=O)NN, ClCCl, CCOC(C)=O, [Cl-], O=C(Cl)C(=O)Cl, COC(CCCCl)(C(=O)O)c1ccc(F)cc1, CN(C)C=O, O. Product: COC(CCCCl)(C(=O)NNC(=O)OC(C)(C)C)c1ccc(F)cc1. As a reaction SMILES: [C:25]([NH:26][NH2:27])(=[O:28])[O:29][C:30]([CH3:31])([CH3:32])[CH3:33].[CH2:34]([Cl:35])[Cl:36].[CH3:42][CH2:43][O:44][C:45](=[O:46])[CH3:47].[Cl-:24].[Cl:1][C:2]([C:3]([Cl:4])=[O:5])=[O:6].[Cl:7][CH2:8][CH2:9][CH2:10][C:11]([C:12](=[O:13])[OH:14])([O:15][CH3:16])[c:17]1[cH:18][cH:19][c:20]([F:23])[cH:21][cH:22]1.[O:37]=[CH:38][N:39]([CH3:40])[CH3:41].[OH2:48]>>[Cl:7][CH2:8][CH2:9][CH2:10][C:11]([C:12](=[O:14])[NH:27][NH:26][C:25](=[O:28])[O:29][C:30]([CH3:31])([CH3:32])[CH3:33])([O:15][CH3:16])[c:17]1[cH:18][cH:19][c:20]([F:23])[cH:21][cH:22]1. Starting materials: CO, COC(=O)CCSCCNC(=O)C=CC=Cc1ccccc1, Cl, NO. The product is O=C(C=CC=Cc1ccccc1)NCCSCCC(=O)NO. RXN SMILES: [CH3:26][OH:27].[CH3:4][O:5][C:6]([CH2:7][CH2:8][S:9][CH2:10][CH2:11][NH:12][C:13]([CH:14]=[CH:15][CH:16]=[CH:17][c:18]1[cH:19][cH:20][cH:21][cH:22][cH:23]1)=[O:24])=[O:25].[ClH:1].[NH2:2][OH:3]>>[NH:2]([OH:3])[C:6](=[O:5])[CH2:7][CH2:8][S:9][CH2:10][CH2:11][NH:12][C:13]([CH:14]=[CH:15][CH:16]=[CH:17][c:18]1[cH:19][cH:20][cH:21][cH:22][cH:23]1)=[O:24]. The reactants are ClC1=C(C=C(N)C=C1)C1=NC=CC=C1 (4-chloro-3-(pyridin-2-yl)aniline), ClC1=C(C(=O)O)C=CC(=C1)S(=O)(=O)CCO (2-chloro-4-(2-hydroxyethylsulfonyl)benzoic acid). The product is ClC1=C(C(=O)NC2=CC(=C(C=C2)Cl)C2=NC=CC=C2)C=CC(=C1)S(=O)(=O)CCO (2-chloro-N-(4-chloro-3-(pyridin-2-yl)phenyl)-4-(2-hydroxyethylsulfonyl)benzamide). RXN SMILES: [Cl:1][C:2]1[CH:8]=[CH:7][C:5]([NH2:6])=[CH:4][C:3]=1[C:9]1[CH:14]=[CH:13][CH:12]=[CH:11][N:10]=1.[Cl:15][C:16]1[CH:24]=[C:23]([S:25]([CH2:28][CH2:29][OH:30])(=[O:27])=[O:26])[CH:22]=[CH:21][C:17]=1[C:18](O)=[O:19]>>[Cl:15][C:16]1[CH:24]=[C:23]([S:25]([CH2:28][CH2:29][OH:30])(=[O:26])=[O:27])[CH:22]=[CH:21][C:17]=1[C:18]([NH:6][C:5]1[CH:7]=[CH:8][C:2]([Cl:1])=[C:3]([C:9]2[CH:14]=[CH:13][CH:12]=[CH:11][N:10]=2)[CH:4]=1)=[O:19]. Procedure details: 4 g of 2-chloro-4-fluorobenzonitrile was used in Procedure Q with 2-mercaptoethanol to afford 2-chloro-4-(2-hydroxyethylthio)benzonitrile. 1 g of 2-chloro-4-(2-hydroxyethylthio)benzonitrile was reacted via Procedure T to give 2-chloro-4-(2-hydroxyethylthio)benzoic acid. 1 g of 2-chloro-4-(2-hydroxyethylthio)benzoic acid was reacted via Procedure R to yield 2-chloro-4-(2-hydroxyethylsulfonyl)benzoic acid. 50 mg of 4-chloro-3-(pyridin-2-yl)aniline was coupled to 2-chloro-4-(2-hydroxyethylsulfonyl)... The reactants are CC(C)(C)[O-], CSC, CO, ClCCl, [K+], O=C1CCC([N+](=O)[O-])C(c2ccccc2)N1. Product: O=C1CCC(=O)C(c2ccccc2)N1. As a reaction SMILES: [CH3:20][C:21]([CH3:22])([O-:23])[CH3:24].[CH3:26][S:27][CH3:28].[CH3:29][OH:30].[Cl:17][CH2:18][Cl:19].[K+:25].[N+:1]([O-:2])(=[O:3])[CH:4]1[CH:5]([c:11]2[cH:12][cH:13][cH:14][cH:15][cH:16]2)[NH:6][C:7](=[O:10])[CH2:8][CH2:9]1>>[C:4]1(=[O:23])[CH:5]([c:11]2[cH:12][cH:13][cH:14][cH:15][cH:16]2)[NH:6][C:7](=[O:10])[CH2:8][CH2:9]1.